From a dataset of the Open Reaction Database (ORD), a public repository of structured organic reaction records. describe an organic reaction: reactants, conditions, products, and yield The reactants are CCOC(=O)c1cccnc1, CCOC(=O)CCCCCCC(=O)OCC, [H-], [Na+], O. Product: CCOC(=O)CCCCCC(C(=O)OCC)C(=O)c1cccnc1. As a reaction SMILES: [C:19]([c:20]1[cH:21][n:22][cH:23][cH:24][cH:25]1)(=[O:26])[O:27][CH2:28][CH3:29].[C:3]([CH2:4][CH2:5][CH2:6][CH2:7][CH2:8][CH2:9][C:10](=[O:11])[O:12][CH2:13][CH3:14])(=[O:15])[O:16][CH2:17][CH3:18].[H-:1].[Na+:2].[OH2:30]>>[C:3]([CH:4]([CH2:5][CH2:6][CH2:7][CH2:8][CH2:9][C:10](=[O:11])[O:12][CH2:13][CH3:14])[C:19]([c:20]1[cH:21][n:22][cH:23][cH:24][cH:25]1)=[O:26])(=[O:15])[O:16][CH2:17][CH3:18]. Yields the product NCc1ccc2c(c1)C(=O)c1ccccc1C2=O. The reactants are [H][H], [N-]=[N+]=NCc1ccc2c(c1)C(=O)c1ccccc1C2=O, CN(C)C=O. As a reaction SMILES: [H:21][H:22].[N:1](=[N+:2]=[N-:3])[CH2:4][c:5]1[cH:6][c:7]2[c:16]([cH:17][cH:18]1)[C:15](=[O:19])[c:14]1[c:9]([cH:10][cH:11][cH:12][cH:13]1)[C:8]2=[O:20].[O:23]=[CH:24][N:25]([CH3:26])[CH3:27]>>[NH2:1][CH2:4][c:5]1[cH:6][c:7]2[c:16]([cH:17][cH:18]1)[C:15](=[O:19])[c:14]1[c:9]([cH:10][cH:11][cH:12][cH:13]1)[C:8]2=[O:20]. The reactants are C1=CC=C(C=C1)S(=O)(=O)N(F)S(=O)(=O)C2=CC=CC=C2 (N-fluorobenzenesulfonimide), O (water), C1(=CC=CC=C1)C(C(=O)OCC)C(=O)OCC (diethyl phenylmalonate), [H-].[K+] (potassium hydride). Run in CCOCC (ether), CCOCC (ether). Conditions: temperature -20 celsius, time 1 hour. The product is C1(=CC=CC=C1)C(F)(C(=O)OCC)C(=O)OCC (C6H5CF(COOCH2CH3)2). The yield is 47.0%. RXN SMILES: [C:1]1([CH:7]([C:13]([O:15][CH2:16][CH3:17])=[O:14])[C:8]([O:10][CH2:11][CH3:12])=[O:9])[CH:6]=[CH:5][CH:4]=[CH:3][CH:2]=1.[H-].[K+].C1C=CC(S(N(S(C2C=CC=CC=2)(=O)=O)[F:30])(=O)=O)=CC=1.O>CCOCC>[C:1]1([C:7]([C:8]([O:10][CH2:11][CH3:12])=[O:9])([C:13]([O:15][CH2:16][CH3:17])=[O:14])[F:30])[CH:2]=[CH:3][CH:4]=[CH:5][CH:6]=1 |f:1.2|. Reported procedure: 1 millimole of diethyl phenylmalonate was stirred with potassium hydride in 2 milliliters ether for 30 minutes at -25° C. 1.2 molar equivalents N-fluorobenzenesulfonimide prepared according to Example 1 above in 2 milliliters ether were dropped into the mixture which was stirred for 1 hour at -20° C. The mixture was allowed to warm up to room temperature and water was added. The product was extracted into ether which was dried and evaporated. Purification was carried out on a silica gel column. ... The reactants are Cc1cccnc1Br, NCCCN, [Na+], [OH-], c1ccncc1. Product: Cc1cccnc1NCCCN. As a reaction SMILES: [CH3:1][c:2]1[c:3]([Br:8])[n:4][cH:5][cH:6][cH:7]1.[NH2:9][CH2:10][CH2:11][CH2:12][NH2:13].[Na+:15].[OH-:14].[cH:16]1[cH:17][cH:18][n:19][cH:20][cH:21]1>>[CH3:1][c:2]1[c:3]([NH:13][CH2:12][CH2:11][CH2:10][NH2:9])[n:4][cH:5][cH:6][cH:7]1. The reactants are C(C)(C)(C)OC(=O)N1CCC(CC1)NC(=O)C1=CC=2C3=C(NC2C=C1)CCN(C3)C(=O)OCC3=CC=CC=C3 (benzyl 8-(1-(tert-butoxycarbonyl)piperidin-4-ylcarbamoyl)-3,4-dihydro-1H-pyrido[4,3-b]indole-2(5H)-carboxylate). The reagents and catalysts are [Pd] (Pd/C). Run in CO (MeOH). Run at time 8 hour. Yields the product C1NCCC=2NC=3C=CC(=CC3C21)C(=O)NC2CCN(CC2)C(=O)OC(C)(C)C (tert-butyl 4-(2,3,4,5-tetrahydro-1H-pyrido[4,3-b]indole-8-carboxamido)piperidine-1-carboxylate), residue. Isolated yield 74.0%. Reaction SMILES: [C:1]([O:5][C:6]([N:8]1[CH2:13][CH2:12][CH:11]([NH:14][C:15]([C:17]2[CH:25]=[CH:24][C:23]3[NH:22][C:21]4[CH2:26][CH2:27][N:28](C(OCC5C=CC=CC=5)=O)[CH2:29][C:20]=4[C:19]=3[CH:18]=2)=[O:16])[CH2:10][CH2:9]1)=[O:7])([CH3:4])([CH3:3])[CH3:2]>CO.[Pd]>[CH2:29]1[C:20]2[C:19]3[CH:18]=[C:17]([C:15]([NH:14][CH:11]4[CH2:10][CH2:9][N:8]([C:6]([O:5][C:1]([CH3:4])([CH3:3])[CH3:2])=[O:7])[CH2:13][CH2:12]4)=[O:16])[CH:25]=[CH:24][C:23]=3[NH:22][C:21]=2[CH2:26][CH2:27][NH:28]1. Procedure: A solution of benzyl 8-(1-(tert-butoxycarbonyl)piperidin-4-ylcarbamoyl)-3,4-dihydro-1H-pyrido[4,3-b]indole-2(5H)-carboxylate (8, 20.98 g, 39 mmol) and Pd/C (10% wt.) (4.0 g) in MeOH (300 mL) was allowed to stir at room temperature overnight. The palladium was then filtered, washed with MeOH and the resulting clear solution was concentrated to give tert-butyl 4-(2,3,4,5-tetrahydro-1H-pyrido[4,3-b]indole-8-carboxamido)piperidine-1-carboxylate as a white foamy residue (11.63 g, 74%) ppm; MS (ES) 39... The yield is 89.4%. Reported procedure: In methanol was dissolved 2.53 g (10 mmol) of iodine, and 2-(1,3-dimethylbutyl)aniline (1.77 g, 10 mmol) was added thereto under ice-cooling, after which an aqueous solution of sodium hydrogencarbonate (1.26 g, 15 mmol) was added thereto and the resulting mixture was stirred at 0° C. for 4 hours. Sodium thiosulfate was added to the reaction mixture, and the resulting mixture was concentrated under reduced pressure, diluted with ethyl acetate and then washed with water. The organic layer was drie... Yields the product IC1=CC(=C(N)C=C1)C(CC(C)C)C (4-iodo-2-(1,3-dimethylbutyl)aniline). Reactants: II (iodine), CC(CC(C)C)C1=C(N)C=CC=C1 (2-(1,3-dimethylbutyl)aniline), S(=S)(=O)([O-])[O-].[Na+].[Na+] (Sodium thiosulfate), C(O)([O-])=O.[Na+] (sodium hydrogencarbonate). Reaction SMILES: [I:1]I.[CH3:3][CH:4]([C:9]1[CH:15]=[CH:14][CH:13]=[CH:12][C:10]=1[NH2:11])[CH2:5][CH:6]([CH3:8])[CH3:7].C(=O)([O-])O.[Na+].S([O-])([O-])(=O)=S.[Na+].[Na+]>CO>[I:1][C:14]1[CH:13]=[CH:12][C:10]([NH2:11])=[C:9]([CH:4]([CH3:3])[CH2:5][CH:6]([CH3:7])[CH3:8])[CH:15]=1 |f:2.3,4.5.6|. Conditions: temperature 0 celsius, time 4 hour. The solvent is CO (methanol). The reactants are COc1cc2cc(Nc3cc(C)[nH]n3)nc(Cl)c2cc1OC, OC1CCOC1. Yields the product COc1cc2cc(Nc3cc(C)[nH]n3)nc(OC3CCOC3)c2cc1OC. RXN SMILES: [Cl:1][c:2]1[n:3][c:4]([NH:16][c:17]2[n:18][nH:19][c:20]([CH3:22])[cH:21]2)[cH:5][c:6]2[cH:7][c:8]([O:14][CH3:15])[c:9]([O:12][CH3:13])[cH:10][c:11]12.[O:23]1[CH2:24][CH:25]([OH:28])[CH2:26][CH2:27]1>>[c:2]1([O:28][CH:25]2[CH2:24][O:23][CH2:27][CH2:26]2)[n:3][c:4]([NH:16][c:17]2[n:18][nH:19][c:20]([CH3:22])[cH:21]2)[cH:5][c:6]2[cH:7][c:8]([O:14][CH3:15])[c:9]([O:12][CH3:13])[cH:10][c:11]12.